From a dataset of the Open Reaction Database (ORD), a public repository of structured organic reaction records. describe an organic reaction: reactants, conditions, products, and yield Reactants: C[S-], CCOC(C)=O, Clc1nc(N2CCOCC2)c2sc(CN3CCN(CC4CC4)CC3)cc2n1, [Na+], CN(C)C=O. The product is CSc1nc(N2CCOCC2)c2sc(CN3CCN(CC4CC4)CC3)cc2n1. RXN SMILES: [CH3:28][S-:29].[CH3:36][CH2:37][O:38][C:39]([CH3:40])=[O:41].[Cl:1][c:2]1[n:3][c:4]([N:22]2[CH2:23][CH2:24][O:25][CH2:26][CH2:27]2)[c:5]2[c:6]([n:7]1)[cH:8][c:9]([CH2:11][N:12]1[CH2:13][CH2:14][N:15]([CH2:18][CH:19]3[CH2:20][CH2:21]3)[CH2:16][CH2:17]1)[s:10]2.[Na+:30].[O:31]=[CH:32][N:33]([CH3:34])[CH3:35]>>[c:2]1([S:29][CH3:28])[n:3][c:4]([N:22]2[CH2:23][CH2:24][O:25][CH2:26][CH2:27]2)[c:5]2[c:6]([n:7]1)[cH:8][c:9]([CH2:11][N:12]1[CH2:13][CH2:14][N:15]([CH2:18][CH:19]3[CH2:20][CH2:21]3)[CH2:16][CH2:17]1)[s:10]2. The reactants are O (water), C(C1=CC=CC=C1)N1CC(C(CC1)=O)CC (1-Benzyl-3-ethylpiperidin-4-one), CC(C)([O-])C.[K+] (potassium tert.-butoxide), CI (methyl iodide). The solvent is O1CCCC1 (tetrahydrofuran). Run at time 15 minute. Yields the product C(C1=CC=CC=C1)N1CC(C(CC1)=O)(C)CC (1-benzyl-3-ethyl-3-methylpiperid-4-one). Reaction SMILES: [CH2:1]([N:8]1[CH2:13][CH2:12][C:11](=[O:14])[CH:10]([CH2:15][CH3:16])[CH2:9]1)[C:2]1[CH:7]=[CH:6][CH:5]=[CH:4][CH:3]=1.[CH3:17]C(C)([O-])C.[K+].CI.O>O1CCCC1>[CH2:1]([N:8]1[CH2:13][CH2:12][C:11](=[O:14])[C:10]([CH2:15][CH3:16])([CH3:17])[CH2:9]1)[C:2]1[CH:3]=[CH:4][CH:5]=[CH:6][CH:7]=1 |f:1.2|. Procedure: 1-Benzyl-3-ethylpiperidin-4-one (2 g, 9.2 mmole) was added to the stirred suspension of potassium tert.-butoxide (1.5 g, 13.3 mmole) in tetrahydrofuran (25 ml) at 0° C. The reaction mixture was stirred for 15 min, methyl iodide (2 g, 14.1 mmole) was added over a period of 10 min at 0° C. and stirring continued for 1 hr. The resulting mixture was stirred for 16 hr at ambient temperature, water (25 ml) was added and extracted with ethyl acetate (100 ml). Ethyl acetate layer on concentrated furnish... The reactants are CC1=NC=CC=C1B(O)O ((2-methylpyridin-3-yl)boronic acid), C([O-])([O-])=O.[K+].[K+] (potassium carbonate), C1(CCCCC1)P(C1CCCCC1)C1CCCCC1 (tricyclohexylphosphine), ClC1=C(N=C(N=N1)C1=NN(C2=NC=CC=C21)CC2=C(C=CC=C2)F)N (6-chloro-3-[1-(2-fluorobenzyl)-1H-pyrazolo[3,4-b]pyridin-3-yl]-1,2,4-triazine-5-amine). Reagents/catalysts: C1=CC=C(C=C1)P([C-]2C=CC=C2)C3=CC=CC=C3.C1=CC=C(C=C1)P([C-]2C=CC=C2)C3=CC=CC=C3.Cl[Pd]Cl.[Fe+2] (1,1′-bis(diphenylphosphino)ferrocenepalladium(II) chloride), C1=CC=C(C=C1)P([C-]2C=CC=C2)C3=CC=CC=C3.C1=CC=C(C=C1)P([C-]2C=CC=C2)C3=CC=CC=C3.Cl[Pd]Cl.[Fe+2] (1,1′-bis(diphenylphosphino)ferrocenepalladium(II) chloride). Reaction SMILES: Cl[C:2]1[N:7]=[N:6][C:5]([C:8]2[C:16]3[C:11](=[N:12][CH:13]=[CH:14][CH:15]=3)[N:10]([CH2:17][C:18]3[CH:23]=[CH:22][CH:21]=[CH:20][C:19]=3[F:24])[N:9]=2)=[N:4][C:3]=1[NH2:25].[CH3:26][C:27]1[C:32](B(O)O)=[CH:31][CH:30]=[CH:29][N:28]=1.C(=O)([O-])[O-].[K+].[K+].C1(P(C2CCCCC2)C2CCCCC2)CCCCC1>O1CCOCC1.C1C=CC(P(C2C=CC=CC=2)[C-]2C=CC=C2)=CC=1.C1C=CC(P(C2C=CC=CC=2)[C-]2C=CC=C2)=CC=1.Cl[Pd]Cl.[Fe+2]>[F:24][C:19]1[CH:20]=[CH:21][CH:22]=[CH:23][C:18]=1[CH2:17][N:10]1[C:11]2=[N:12][CH:13]=[CH:14][CH:15]=[C:16]2[C:8]([C:5]2[N:6]=[N:7][C:2]([C:32]3[C:27]([CH3:26])=[N:28][CH:29]=[CH:30][CH:31]=3)=[C:3]([NH2:25])[N:4]=2)=[N:9]1 |f:2.3.4,7.8.9.10|. Isolated yield 24.6%. The solvent is O1CCOCC1 (dioxane). Procedure details: Under an argon atmosphere, 140 mg (purity 65%, 0.256 mmol) of 6-chloro-3-[1-(2-fluorobenzyl)-1H-pyrazolo[3,4-b]pyridin-3-yl]-1,2,4-triazine-5-amine were suspended in 5 ml of absolute dioxane. 105 mg (0.767 mmol) of (2-methylpyridin-3-yl)boronic acid, 1.023 ml (1.023 mmol) of 1N aqueous potassium carbonate solution, and 14 mg (0.051 mmol) of tricyclohexylphosphine were added and argon was passed through the suspension with stirring. Then, 28 mg (0.038 mmol) of 1,1′-bis(diphenylphosphino)ferrocene... Yields the product FC1=C(CN2N=C(C=3C2=NC=CC3)C=3N=NC(=C(N3)N)C=3C(=NC=CC3)C)C=CC=C1 (3-[1-(2-Fluorobenzyl)-1H-pyrazolo[3,4-b]pyridin-3-yl]-6-(2-methylpyridin-3-yl)-1,2,4-triazine-5-amine).